Dataset: the Open Reaction Database (ORD), a public repository of structured organic reaction records. Task: describe an organic reaction: reactants, conditions, products, and yield Reactants: COC(C[C@@H]1[C@H](O1)CO)OC.O(O)O (epoxy alcohol (2R,3R) 3-(2,2-dimethoxyethyl)oxiranemethanol), [H-].C(C(C)C)[Al+]CC(C)C (diisobutylaluminum hydride). Run in C1=CC=CC=C1 (benzene). Product: COC(CCC(CO)O)OC (5,5-dimethoxypentane-1,2-diol). RXN SMILES: [CH3:1][O:2][CH:3]([O:10][CH3:11])[CH2:4][C@H:5]1[O:7][C@@H:6]1[CH2:8][OH:9].O(O)O.[H-].C([Al+]CC(C)C)C(C)C>C1C=CC=CC=1>[CH3:11][O:10][CH:3]([O:2][CH3:1])[CH2:4][CH2:5][CH:6]([OH:7])[CH2:8][OH:9] |f:0.1,2.3|. Reported procedure: The epoxy alcohol (2R,3R) 3-(2,2-dimethoxyethyl)oxiranemethanol is reacted with diisobutylaluminum hydride, in benzene, to obtain 5,5-dimethoxypentane-1,2-diol: ##STR11## Reactants: C1CCCCC1.CCOC(=O)C (cyclohexane EtOAc), NC1=NC(=C(C(=C1C#N)C)C#N)Cl (2-Amino-6-chloro-4-methyl-3,5-pyridinedicarbonitrile), CO (MeOH). Reagents/catalysts: [Pd] (Pd). Solvent: CN(C)C=O (DMF). Product: NC1=NC=C(C(=C1C#N)C)C#N (2-Amino-4-methyl-3,5-pyridinedicarbonitrile). Isolated yield 86.0%. Reaction SMILES: [NH2:1][C:2]1[C:7]([C:8]#[N:9])=[C:6]([CH3:10])[C:5]([C:11]#[N:12])=[C:4](Cl)[N:3]=1.CO.C1CCCCC1.CCOC(C)=O>CN(C=O)C.[Pd]>[NH2:1][C:2]1[C:7]([C:8]#[N:9])=[C:6]([CH3:10])[C:5]([C:11]#[N:12])=[CH:4][N:3]=1 |f:2.3|. Reported procedure: Hydrogenolysis of 4 (10.0 g, 52.0 mmol) in DMF (150 mL)-MeOH (75 mL) containing 5% Pd on BaCO3 (10.0 g) was carried out in a Parr shaker with H2 pressure kept near 3.5 kg/cm2 (50 psi) for six hours. The mixture was then filtered (Celite mat), and evaporated to dryness (final conditions <1 mm, bath to 45° C.) The residue containing Ba salts which separated during the evaporation was stirred with H2O (100 mL) to give the H2O-insoluble product (7.74 g). Recrystallization from EtOH (800 mL) then gav...